describe an organic reaction: reactants, conditions, products, and yield From a dataset of the Open Reaction Database (ORD), a public repository of structured organic reaction records. The reactants are ClC1=C(C(=O)N2C3=C(CCCC2)N=CC=C3)C=CC(=C1)[N+](=O)[O-] (6,7,8,9-tetrahydro-5-(2-chloro-4-nitrobenzoyl)-5H-pyrido[3,2-b]azepine), O.O.[Cl-] (chloride dihydrate). The solvent is CO (methanol). Product: NC1=CC(=C(C(=O)N2C3=C(CCCC2)N=CC=C3)C=C1)Cl (6,7,8,9-Tetrahydro-5-(4-amino-2-chlorobenzoyl)-5H-pyrido[3,2-b]azepine). Isolated yield 85.7%. Reaction SMILES: [Cl:1][C:2]1[CH:20]=[C:19]([N+:21]([O-])=O)[CH:18]=[CH:17][C:3]=1[C:4]([N:6]1[CH2:12][CH2:11][CH2:10][CH2:9][C:8]2[N:13]=[CH:14][CH:15]=[CH:16][C:7]1=2)=[O:5].O.O.[Cl-]>CO>[NH2:21][C:19]1[CH:18]=[CH:17][C:3]([C:4]([N:6]2[CH2:12][CH2:11][CH2:10][CH2:9][C:8]3[N:13]=[CH:14][CH:15]=[CH:16][C:7]2=3)=[O:5])=[C:2]([Cl:1])[CH:20]=1 |f:1.2.3|. Procedure: A mixture of 3.31 g of 6,7,8,9-tetrahydro-5-(2-chloro-4-nitrobenzoyl)-5H-pyrido[3,2-b]azepine and 6.78 g of stannus chloride dihydrate (SnCl2.2H2O) in 200 ml of methanol is refluxed for 2 hours under argon. The solvent is removed under vacuum and 5 ml of saturated NaHCO3 solution and solid NaHCO3 added to bring the pH to 7. The mixture is extracted with ethyl acetate, the extract filtered through diatomaceous earth and the filtrate washed with saturated NaHCO3, H2O, brine and dried (Na2SO4). The...